From a dataset of the Open Reaction Database (ORD), a public repository of structured organic reaction records. describe an organic reaction: reactants, conditions, products, and yield The reactants are C(CC(=O)OCCCC)(=O)OCCCC (dibutyl malonate), [Na] (sodium), C(\C=C/C(=O)OCCCC)(=O)OCCCC (dibutyl maleate). The reagents and catalysts are Cl (hydrochloric acid). Run in C(CCC)O (n-butanol). Conditions: time 5 minute. The product is C(C(CC(=O)OCCCC)C(=O)OCCCC)(C(=O)OCCCC)C(=O)OCCCC (tetrabutyl propane-1,1,2,3-tetracarboxylate). Isolated yield 95.8%. As a reaction SMILES: [Na].[C:2]([O:12][CH2:13][CH2:14][CH2:15][CH3:16])(=[O:11])[CH2:3][C:4]([O:6][CH2:7][CH2:8][CH2:9][CH3:10])=[O:5].[C:17]([O:28][CH2:29][CH2:30][CH2:31][CH3:32])(=[O:27])/[CH:18]=[CH:19]\[C:20]([O:22][CH2:23][CH2:24][CH2:25][CH3:26])=[O:21]>C(O)CCC.Cl>[CH:3]([C:4]([O:6][CH2:7][CH2:8][CH2:9][CH3:10])=[O:5])([C:2]([O:12][CH2:13][CH2:14][CH2:15][CH3:16])=[O:11])[CH:18]([C:17]([O:28][CH2:29][CH2:30][CH2:31][CH3:32])=[O:27])[CH2:19][C:20]([O:22][CH2:23][CH2:24][CH2:25][CH3:26])=[O:21] |^1:0|. Procedure: One half gram of sodium metal is dissolved in 200 mls n-butanol and to this solution is added 108 g (0.5 mol) of dibutyl malonate. After reacting for five minutes, 114 grams (0.5 mole) of dibutyl maleate is added and the reaction mixture is refluxed for 6 hours. The solution is neutralized with a few drops of conc. hydrochloric acid and then filtered. The excess n-butanol is distilled off in vacuo to give 213 grams of a tetrabutyl propane-1,1,2,3-tetracarboxylate. The structure is confirmed by N... Reactants: BrC=1C=CC(=NC1)C1CCNCC1 (5-Bromo-1′,2′,3′,4′,5′,6′-hexahydro-[2,4′]bipyridinyl), Cl (HCl), CC(C)=O (Propanone), Na(CN)BH3. The solvent is C(C)(=O)O (acetic acid), CO (MeOH). Product: BrC=1C=CC(=NC1)C1CCN(CC1)C(C)C (5-Bromo-1′-isopropyl-1′,2′,3′,4′,5′,6′-hexahydro-[2,4′]bipyridinyl). The yield is 82.2%. RXN SMILES: [Br:1][C:2]1[CH:3]=[CH:4][C:5]([CH:8]2[CH2:13][CH2:12][NH:11][CH2:10][CH2:9]2)=[N:6][CH:7]=1.[CH3:14][C:15](=O)[CH3:16].Cl>C(O)(=O)C.CO>[Br:1][C:2]1[CH:3]=[CH:4][C:5]([CH:8]2[CH2:13][CH2:12][N:11]([CH:15]([CH3:16])[CH3:14])[CH2:10][CH2:9]2)=[N:6][CH:7]=1. Reported procedure: 5-Bromo-1′,2′,3′,4′,5′,6′-hexahydro-[2,4′]bipyridinyl (6.7 g, 18.9 mmol) was dissolved in 2% acetic acid in MeOH (40 ml). Propanone (8 mL, 113 mmol) and Na(CN)BH3 (3.6 g, 57 mmol) were added. The reaction mixture was stirred at RT over night. LC-MS showed only product. The reaction mixture was added 1N HCl filtered and evaporated in vacuo. The compound was dissolved in water pH was adjusted to PH=12 extracted with DCM (3×200 mL). The DCM phase was dried with Na2CO3 filtered and evaporation gave ... Reactants: NC1=NNC2=C1C(N(C=C2Br)C2=C(C=CC=C2)C)=O (3-amino-7-bromo-5-(2-methylphenyl)-1,5-dihydro-4H-pyrazolo[4,3-c]pyridin-4-one), CC1(OB(OC1(C)C)B1OC(C(O1)(C)C)(C)C)C (4,4,4′,4′,5,5,5′,5′-octamethyl-2,2′-bi-1,3,2-dioxaborolane), (1,1′-bis(diphenylphosphino)ferrocene)dichloropalladium(II), C(C)(=O)[O-].[K+] (potassium acetate), BrC1=NC=CC=C1 (2-bromopyridine), C([O-])([O-])=O.[Na+].[Na+] (sodium carbonate). Reagents/catalysts: C=1C=CC(=CC1)[P](C=2C=CC=CC2)(C=3C=CC=CC3)[Pd]([P](C=4C=CC=CC4)(C=5C=CC=CC5)C=6C=CC=CC6)([P](C=7C=CC=CC7)(C=8C=CC=CC8)C=9C=CC=CC9)[P](C=1C=CC=CC1)(C=1C=CC=CC1)C=1C=CC=CC1 (tetrakis(triphenylphosphine)palladium(0)). The solvent is CN(C=O)C (N,N-dimethylformamide), O (water). Conditions: temperature 110 celsius. Yields the product NC1=NNC2=C1C(N(C=C2C2=NC=CC=C2)C2=C(C=CC=C2)C)=O (3-amino-5-(2-methylphenyl)-7-(pyridin-2-yl)-1,5-dihydro-4H-pyrazolo[4,3-c]pyridin-4-one). Yield: 11.6%. As a reaction SMILES: [NH2:1][C:2]1[C:6]2[C:7](=[O:19])[N:8]([C:12]3[CH:17]=[CH:16][CH:15]=[CH:14][C:13]=3[CH3:18])[CH:9]=[C:10](Br)[C:5]=2[NH:4][N:3]=1.CC1(C)C(C)(C)OB(B2OC(C)(C)C(C)(C)O2)O1.C([O-])(=O)C.[K+].Br[C:44]1[CH:49]=[CH:48][CH:47]=[CH:46][N:45]=1.C(=O)([O-])[O-].[Na+].[Na+]>C1C=CC([P]([Pd]([P](C2C=CC=CC=2)(C2C=CC=CC=2)C2C=CC=CC=2)([P](C2C=CC=CC=2)(C2C=CC=CC=2)C2C=CC=CC=2)[P](C2C=CC=CC=2)(C2C=CC=CC=2)C2C=CC=CC=2)(C2C=CC=CC=2)C2C=CC=CC=2)=CC=1.O.CN(C)C=O>[NH2:1][C:2]1[C:6]2[C:7](=[O:19])[N:8]([C:12]3[CH:17]=[CH:16][CH:15]=[CH:14][C:13]=3[CH3:18])[CH:9]=[C:10]([C:44]3[CH:49]=[CH:48][CH:47]=[CH:46][N:45]=3)[C:5]=2[NH:4][N:3]=1 |f:2.3,5.6.7,^1:59,61,80,99|. Procedure details: A mixture of 3-amino-7-bromo-5-(2-methylphenyl)-1,5-dihydro-4H-pyrazolo[4,3-c]pyridin-4-one obtained in Step F of Example 1 (130 mg), 4,4,4′,4′,5,5,5′,5′-octamethyl-2,2′-bi-1,3,2-dioxaborolane (114 mg), (1,1′-bis(diphenylphosphino)ferrocene)dichloropalladium(II) (14.9 mg), potassium acetate (80.0 mg) and N,N-dimethylformamide (2.0 mL) was heated with microwave irradiation at 110° C. for 7 hr. The reaction mixture was cooled to room temperature, and 2-bromopyridine (111 mg), aqueous sodium carbon... The reactants are C(C1=CC=CC=C1)O[C@H]1C[C@H]2N=C(S[C@H]2O[C@@H]1C(C)O)NC (1-((3aR,5R,6S,7aR)-6-(benzyloxy)-2-(methylamino)-5,6,7,7a-tetrahydro-3aH-pyrano[3,2-d]thiazol-5-yl)ethanol), B(Cl)(Cl)Cl (BCl3). The product is O[C@@H](C)[C@@H]1[C@H](C[C@H]2N=C(S[C@H]2O1)NC)O ((3aR,5R,6S,7aR)-5-((S)-1-hydroxyethyl)-2-(methylamino)-5,6,7,7a-tetrahydro-3 aH-pyrano[3,2-d]thiazol-6-ol), solid. Yield: 81.0%. RXN SMILES: C([O:8][C@@H:9]1[C@@H:17]([CH:18]([OH:20])[CH3:19])[O:16][C@H:15]2[C@H:11]([N:12]=[C:13]([NH:21][CH3:22])[S:14]2)[CH2:10]1)C1C=CC=CC=1.B(Cl)(Cl)Cl>>[OH:20][C@H:18]([C@H:17]1[O:16][C@H:15]2[C@H:11]([N:12]=[C:13]([NH:21][CH3:22])[S:14]2)[CH2:10][C@@H:9]1[OH:8])[CH3:19]. Reported procedure: The material described above, 1-((3aR,5R,6S,7aR)-6-(benzyloxy)-2-(methylamino)-5,6,7,7a-tetrahydro-3aH-pyrano[3,2-d]thiazol-5-yl)ethanol (0.180 g, 0.558 mmol), was deprotected with BCl3 using the procedure described for Example 20. After purification on silica gel by flash column chromatography (1.0 M NH3 in MeOH/DCM, 1:12), (3aR,5R,6S,7aR)-5-((S)-1-hydroxyethyl)-2-(methylamino)-5,6,7,7a-tetrahydro-3 aH-pyrano[3,2-d]thiazol-6-ol was obtained as a white solid (0.105 g, 81%) and as a mixture of di... The reactants are BrC1=NC=CC=C1 (2-bromopyridine), [Li]CCCC (n-BuLi), N1(C=CC=C1)CC(=O)OCC (ethyl 1H-pyrrol-1-ylacetate), [NH4+].[Cl-] (NH4Cl). Solvent: C1CCOC1 (THF), C1CCOC1 (THF). Conditions: temperature -78 celsius, time 40 minute. Yields the product N1=C(C=CC=C1)C(CN1C=CC=C1)=O (1-(Pyridine-2-yl)-2-(1H-pyrrol-1-yl)ethanone). The yield is 63.1%. As a reaction SMILES: Br[C:2]1[CH:7]=[CH:6][CH:5]=[CH:4][N:3]=1.[Li]CCCC.[N:13]1([CH2:18][C:19](OCC)=[O:20])[CH:17]=[CH:16][CH:15]=[CH:14]1.[NH4+].[Cl-]>C1COCC1>[N:3]1[CH:4]=[CH:5][CH:6]=[CH:7][C:2]=1[C:19](=[O:20])[CH2:18][N:13]1[CH:17]=[CH:16][CH:15]=[CH:14]1 |f:3.4|. Procedure details: To a solution of 2-bromopyridine (380 μL, 4.0 mmol) in dry THF (15 mL) was added n-BuLi (1.6 M in hexanes, 2.5 mL, 4.0 mmol) at −78° C. The dark brown mixture was stirred for 30 minutes before a solution of ethyl 1H-pyrrol-1-ylacetate (720 mg, 4.7 mmol) in THF (5 mL) was added. The brown solution was stirred at −78° C. for 40 minutes and then at room temperature for 2 hours. The solution was poured into a saturated aqueous solution of NH4Cl (30 mL) and extracted with EtOAc (3×20 mL). The organic... Reactants: Cc1c(NC(=O)c2ccc(C(C)(C)C)cc2)cccc1B1OC(C)(C)C(C)(C)O1, CC(=O)[O-], CC(=O)[O-], CCCCO, COc1cccc(OC)c1-c1ccccc1P(C1CCCCC1)C1CCCCC1, Nc1cc(Cl)nn2ccnc12, [K+], [K+], [K+], O, O=P([O-])([O-])[O-], [Pd+2]. The product is Cc1c(NC(=O)c2ccc(C(C)(C)C)cc2)cccc1-c1cc(N)c2nccn2n1. As a reaction SMILES: [C:12]([CH3:13])([CH3:14])([CH3:15])[c:16]1[cH:17][cH:18][c:19]([C:20](=[O:21])[NH:22][c:23]2[c:24]([CH3:38])[c:25]([B:29]3[O:30][C:31]([CH3:32])([CH3:33])[C:34]([CH3:35])([CH3:36])[O:37]3)[cH:26][cH:27][cH:28]2)[cH:39][cH:40]1.[C:78]([O-:79])(=[O:80])[CH3:81].[C:83]([O-:84])(=[O:85])[CH3:86].[CH2:88]([OH:89])[CH2:90][CH2:91][CH3:92].[CH:49]1([P:50]([CH:51]2[CH2:52][CH2:53][CH2:54][CH2:55][CH2:56]2)[c:57]2[cH:58][cH:59][cH:60][cH:61][c:62]2-[c:63]2[c:64]([O:65][CH3:66])[cH:67][cH:68][cH:69][c:70]2[O:71][CH3:72])[CH2:73][CH2:74][CH2:75][CH2:76][CH2:77]1.[Cl:1][c:2]1[cH:3][c:4]([NH2:11])[c:5]2[n:6]([n:7]1)[cH:8][cH:9][n:10]2.[K+:46].[K+:47].[K+:48].[OH2:87].[P:41]([O-:42])([O-:43])([O-:44])=[O:45].[Pd+2:82]>>[c:2]1(-[c:25]2[c:24]([CH3:38])[c:23]([NH:22][C:20]([c:19]3[cH:18][cH:17][c:16]([C:12]([CH3:13])([CH3:14])[CH3:15])[cH:40][cH:39]3)=[O:21])[cH:28][cH:27][cH:26]2)[cH:3][c:4]([NH2:11])[c:5]2[n:6]([n:7]1)[cH:8][cH:9][n:10]2. Reactants: O=C1c2ccccc2C(=O)N1CCCCCBr, O=C([O-])[O-], CN(C)C=O, Cl, Cl, [K+], [K+], COc1cc(N)c(Cl)cc1C(=O)NCC1CCNCC1. Product: COc1cc(N)c(Cl)cc1C(=O)NCC1CCN(CCCCCN2C(=O)c3ccccc3C2=O)CC1. RXN SMILES: [Br:1][CH2:2][CH2:3][CH2:4][CH2:5][CH2:6][N:7]1[C:8](=[O:17])[c:9]2[c:10]([cH:13][cH:14][cH:15][cH:16]2)[C:11]1=[O:12].[C:40](=[O:41])([O-:42])[O-:43].[CH3:46][N:47]([CH3:48])[CH:49]=[O:50].[ClH:18].[ClH:19].[K+:44].[K+:45].[NH2:20][c:21]1[cH:22][c:23]([O:38][CH3:39])[c:24]([C:25](=[O:26])[NH:27][CH2:28][CH:29]2[CH2:30][CH2:31][NH:32][CH2:33][CH2:34]2)[cH:35][c:36]1[Cl:37]>>[CH2:2]([CH2:3][CH2:4][CH2:5][CH2:6][N:7]1[C:8](=[O:17])[c:9]2[c:10]([cH:13][cH:14][cH:15][cH:16]2)[C:11]1=[O:12])[N:32]1[CH2:31][CH2:30][CH:29]([CH2:28][NH:27][C:25]([c:24]2[c:23]([O:38][CH3:39])[cH:22][c:21]([NH2:20])[c:36]([Cl:37])[cH:35]2)=[O:26])[CH2:34][CH2:33]1.